Dataset: the Open Reaction Database (ORD), a public repository of structured organic reaction records. Task: describe an organic reaction: reactants, conditions, products, and yield Starting materials: CC(=O)O, CS(C)=O, NS(=O)(=O)c1ccc(Cl)nc1, Clc1nc2ccccc2nc1Cl, [K+], [K+], O=C([O-])[O-], O. Yields the product O=S(=O)(Nc1nc2ccccc2nc1Cl)c1ccc(Cl)nc1. As a reaction SMILES: [C:35]([OH:36])(=[O:37])[CH3:38].[CH3:30][S:31]([CH3:32])=[O:33].[Cl:13][c:14]1[cH:15][cH:16][c:17]([S:20](=[O:21])(=[O:22])[NH2:23])[cH:18][n:19]1.[Cl:1][c:2]1[n:3][c:4]2[cH:5][cH:6][cH:7][cH:8][c:9]2[n:10][c:11]1[Cl:12].[K+:24].[K+:25].[O-:26][C:27]([O-:28])=[O:29].[OH2:34]>>[c:2]1([NH:23][S:20]([c:17]2[cH:16][cH:15][c:14]([Cl:13])[n:19][cH:18]2)(=[O:21])=[O:22])[n:3][c:4]2[cH:5][cH:6][cH:7][cH:8][c:9]2[n:10][c:11]1[Cl:12]. Starting materials: CO, Nc1nc(Cl)cc(Cl)n1. Yields the product COc1cc(Cl)nc(N)n1. As a reaction SMILES: [CH3:10][OH:11].[NH2:1][c:2]1[n:3][c:4]([Cl:9])[cH:5][c:6]([Cl:8])[n:7]1>>[NH2:1][c:2]1[n:3][c:4]([O:11][CH3:10])[cH:5][c:6]([Cl:8])[n:7]1.